From a dataset of the Open Reaction Database (ORD), a public repository of structured organic reaction records. describe an organic reaction: reactants, conditions, products, and yield The reactants are CN=C=O (Methylisocyanate), NC=1C=CC(=C(C(=O)C2=NC=C(C=C2NS(=O)(=O)C2=CC(=C(C=C2)Cl)C(F)(F)F)C)C1)Cl (N-[2-(5-amino-2-chloro-benzoyl)-5-methyl-pyridin-3-yl]-4-chloro-3-trifluoromethyl-benzene sulfonamide). The solvent is C1CCOC1 (THF), CC(=O)O (AcOH). Run at time 4 hour. Product: ClC1=C(C=C(C=C1)S(=O)(=O)NC=1C(=NC=C(C1)C)C(C1=C(C=CC(=C1)NC(=O)NC)Cl)=O)C(F)(F)F (4-chloro-N-{2-[2-chloro-5-(3-methyl-ureido)-benzoyl]-5-methyl-pyridin-3-yl}-3-trifluoromethyl-benzene sulfonamide). Yield: 38.1%. As a reaction SMILES: [CH3:1][N:2]=[C:3]=[O:4].[NH2:5][C:6]1[CH:7]=[CH:8][C:9]([Cl:36])=[C:10]([CH:35]=1)[C:11]([C:13]1[C:18]([NH:19][S:20]([C:23]2[CH:28]=[CH:27][C:26]([Cl:29])=[C:25]([C:30]([F:33])([F:32])[F:31])[CH:24]=2)(=[O:22])=[O:21])=[CH:17][C:16]([CH3:34])=[CH:15][N:14]=1)=[O:12]>C1COCC1.CC(O)=O>[Cl:29][C:26]1[CH:27]=[CH:28][C:23]([S:20]([NH:19][C:18]2[C:13]([C:11](=[O:12])[C:10]3[CH:35]=[C:6]([NH:5][C:3]([NH:2][CH3:1])=[O:4])[CH:7]=[CH:8][C:9]=3[Cl:36])=[N:14][CH:15]=[C:16]([CH3:34])[CH:17]=2)(=[O:22])=[O:21])=[CH:24][C:25]=1[C:30]([F:33])([F:32])[F:31]. Procedure: Methylisocyanate (17 μL, 0.235 mmol) was added to N-[2-(5-amino-2-chloro-benzoyl)-5-methyl-pyridin-3-yl]-4-chloro-3-trifluoromethyl-benzene sulfonamide (59 mg, 0.117 mmol) in THF (2 mL) and AcOH (0.5 mL) and stirred at room temperature for 4 h. The reaction mixture was directly purified by preparative HPLC (20-80% acetonitrile in water) to afford 4-chloro-N-{2-[2-chloro-5-(3-methyl-ureido)-benzoyl]-5-methyl-pyridin-3-yl}-3-trifluoromethyl-benzene sulfonamide (25 mg) in 38% yield. 1H NMR (400 MHz... Procedure details: To a mixture of 2-hydroxy-pyridine-3,5-dicarboxylic acid 5-methyl ester, 1-(3-dimethylaminopropyl)-3-ethylcarbodiimide hydrochloride (EDAC.HCl 0.49 g, 2.6 mmol), 1-hydroxybenzotriazole hydrate (HOBT 0.35 g, 2.6 mmol), in dimethylformamide (10 ml) was added benzylamine 0.27 g (2.6 mmol). The mixture was stirred overnight at room temperature. Water was added (20 ml), and the mixture was filtered. The solid product was slurried in hot ethyl acetate to give 0.17 g (28% yield) of the title compound. ... Conditions: time 8 hour. Reactants: COC(=O)C=1C=C(C(=NC1)O)C(=O)O (2-hydroxy-pyridine-3,5-dicarboxylic acid 5-methyl ester), Cl.CN(CCCN=C=NCC)C (1-(3-dimethylaminopropyl)-3-ethylcarbodiimide hydrochloride), O.ON1N=NC2=C1C=CC=C2 (1-hydroxybenzotriazole hydrate), C(C1=CC=CC=C1)N (benzylamine). Solvent: CN(C=O)C (dimethylformamide), O (Water). Product: C(C1=CC=CC=C1)N(C(=O)C=1C(NC=C(C1)C(=O)O)=O)CC1=CC=CC=C1 (2-Oxo-1,2-dihydro-pyridine-3,5-dicarboxylic acid bis-benzylamide). Reaction SMILES: C[O:2][C:3]([C:5]1[CH:6]=[C:7]([C:12]([OH:14])=O)[C:8]([OH:11])=[N:9][CH:10]=1)=[O:4].Cl.CN(C)[CH2:18][CH2:19][CH2:20][N:21]=[C:22]=NCC.O.ON1[C:33]2[CH:34]=[CH:35][CH:36]=[CH:37][C:32]=2N=N1.[CH2:38](N)[C:39]1C=CC=[CH:41][CH:40]=1>CN(C)C=O.O>[CH2:22]([N:21]([CH2:20][C:19]1[CH:18]=[CH:41][CH:40]=[CH:39][CH:38]=1)[C:12]([C:7]1[C:8](=[O:11])[NH:9][CH:10]=[C:5]([C:3]([OH:2])=[O:4])[CH:6]=1)=[O:14])[C:32]1[CH:37]=[CH:36][CH:35]=[CH:34][CH:33]=1 |f:1.2,3.4|. Yield: 28.0%. The reactants are O=C([O-])[O-], CC(=O)O, CO, CCO, Clc1ccc(Cl)nn1, ClCCl, [K+], [K+], NCCC(=O)O. Product: O=C(O)CCNc1ccc(Cl)nn1. As a reaction SMILES: [C:15](=[O:16])([O-:17])[O-:18].[C:21]([OH:22])(=[O:23])[CH3:24].[CH3:25][OH:26].[CH3:30][CH2:31][OH:32].[Cl:1][c:2]1[n:3][n:4][c:5]([Cl:8])[cH:6][cH:7]1.[Cl:27][CH2:28][Cl:29].[K+:19].[K+:20].[NH2:9][CH2:10][CH2:11][C:12](=[O:13])[OH:14]>>[Cl:1][c:2]1[n:3][n:4][c:5]([NH:9][CH2:10][CH2:11][C:12](=[O:13])[OH:14])[cH:6][cH:7]1. Starting materials: O=C(Nc1ncc(Br)s1)NS(=O)(=O)c1cnc(Cl)c(Cl)c1, CC1CCCN1, CCOC(C)=O, CN(C)C=O. The product is CC1CCCN1c1ncc(S(=O)(=O)NC(=O)Nc2ncc(Br)s2)cc1Cl. Reaction SMILES: [Br:1][c:2]1[cH:3][n:4][c:5]([NH:7][C:8](=[O:9])[NH:10][S:11](=[O:12])(=[O:13])[c:14]2[cH:15][n:16][c:17]([Cl:21])[c:18]([Cl:20])[cH:19]2)[s:6]1.[CH3:22][CH:23]1[NH:24][CH2:25][CH2:26][CH2:27]1.[CH3:33][CH2:34][O:35][C:36](=[O:37])[CH3:38].[O:28]=[CH:29][N:30]([CH3:31])[CH3:32]>>[Br:1][c:2]1[cH:3][n:4][c:5]([NH:7][C:8](=[O:9])[NH:10][S:11](=[O:12])(=[O:13])[c:14]2[cH:15][n:16][c:17]([N:24]3[CH:23]([CH3:22])[CH2:27][CH2:26][CH2:25]3)[c:18]([Cl:20])[cH:19]2)[s:6]1. The reactants are [OH-].[Na+] (sodium hydroxide), COC=1C=C(C=CC1OC)C(CO)CCO (2-(3,4-dimethoxyphenyl)-1,4-butanediol), NCC(=O)O (glycine), C1=CC(=C[N+](=C1)[C@H]2[C@@H]([C@@H]([C@H](O2)COP(=O)([O-])OP(=O)(O)OC[C@@H]3[C@H]([C@H]([C@@H](O3)N4C=NC5=C4N=CN=C5N)O)O)O)O)C(=O)N (β-NAD+), [OH-].[Na+] (sodium hydroxide), NCC(=O)O (Glycine), COC=1C=CC(=CC1)C=O (anisaldehyde), [OH-].[Na+] (sodium hydroxide), [OH-].[Na+] (sodium hydroxide), alcohol. Run in CC(=O)C (acetone), C(C)O (ethanol), O (water), C(Cl)Cl (methylene chloride). The product is COC=1C=C(C=CC1OC)[C@@H]1C(=O)OCC1 ((2R)-2-(3,4-dimethoxyphenyl)butyrolactone). Reaction SMILES: NCC(O)=O.[OH-].[Na+].[CH3:8][O:9][C:10]1[CH:11]=[C:12]([CH:18]([CH2:21][CH2:22][OH:23])[CH2:19][OH:20])[CH:13]=[CH:14][C:15]=1[O:16][CH3:17].C1C=[N+]([C@@H]2O[C@H](COP(OP(OC[C@H]3O[C@@H](N4C5N=CN=C(N)C=5N=C4)[C@H](O)[C@@H]3O)(O)=O)([O-])=O)[C@@H](O)[C@H]2O)C=C(C(N)=O)C=1.COC1C=CC(C=O)=CC=1>O.CC(C)=O.C(O)C.C(Cl)Cl>[CH3:8][O:9][C:10]1[CH:11]=[C:12]([C@H:18]2[CH2:21][CH2:22][O:23][C:19]2=[O:20])[CH:13]=[CH:14][C:15]=1[O:16][CH3:17] |f:1.2|. Procedure details: Glycine (18.8 grams) is dissolved in 2 liters of deionized water, and the pH is adjusted by the addition of 10% sodium hydroxide to 9.0. 2-(3,4-dimethoxyphenyl)-1,4-butanediol (10.0 grams) is dissolved in 150 ml of acetone added to the glycine solution with stirring, followed by the addition of β-NAD+ (Sigma, 0.5 grams). To the resulting solution is added horse liver alcohol dehydrogenase (Sigma, 250 mg, approximately 400 units). After the enzyme has dissolved the pH is readjusted to 9.0 with 10... The reactants are ClCC[C@@H](O)C1=CC=CC=C1 ((1R)-3-chloro-1-phenyl-1-propanol), N1CCC(CC1)C=1C=C(C=CC1)NC(=O)C1CC1 (N-[3-(4-piperidinyl)phenyl]cyclopropanecarboxamide). Product: O[C@H](CCN1CCC(CC1)C=1C=C(C=CC1)NC(=O)C1CC1)C1=CC=CC=C1 (N-(3-{1-[(3R)-3-HYDROXY-3-PHENYLPROPYL]-4-PIPERIDINYL}PHENYL)CYCLOPROPANECARBOXAMIDE). As a reaction SMILES: Cl[CH2:2][CH2:3][C@H:4]([C:6]1[CH:11]=[CH:10][CH:9]=[CH:8][CH:7]=1)[OH:5].[NH:12]1[CH2:17][CH2:16][CH:15]([C:18]2[CH:19]=[C:20]([NH:24][C:25]([CH:27]3[CH2:29][CH2:28]3)=[O:26])[CH:21]=[CH:22][CH:23]=2)[CH2:14][CH2:13]1>>[OH:5][C@@H:4]([C:6]1[CH:11]=[CH:10][CH:9]=[CH:8][CH:7]=1)[CH2:3][CH2:2][N:12]1[CH2:17][CH2:16][CH:15]([C:18]2[CH:19]=[C:20]([NH:24][C:25]([CH:27]3[CH2:28][CH2:29]3)=[O:26])[CH:21]=[CH:22][CH:23]=2)[CH2:14][CH2:13]1. Procedure: Prepared by Procedure G and Scheme B1 using (1R)-3-chloro-1-phenyl-1-propanol and N-[3-(4-piperidinyl)phenyl]cyclopropanecarboxamide: ESMS m/e: 379.2 (M+H)+.